The task is: describe an organic reaction: reactants, conditions, products, and yield. This data is from the Open Reaction Database (ORD), a public repository of structured organic reaction records. The reactants are ClC1=CC(=CC(=N1)NC(=O)C1(CC1)C=1C=CC2=C(CCO2)C1)C (N-(6-chloro-4-methylpyridin-2-yl)-1-(2,3-dihydrobenzofuran-5-yl)cyclopropanecarboxamide), COC1=NC=CC=C1B(O)O (2-methoxypyridin-3-ylboronic acid), C(=O)([O-])[O-].[Na+].[Na+] (Na2CO3). Reagents/catalysts: C=1C=CC(=CC1)[P](C=2C=CC=CC2)(C=3C=CC=CC3)[Pd]([P](C=4C=CC=CC4)(C=5C=CC=CC5)C=6C=CC=CC6)([P](C=7C=CC=CC7)(C=8C=CC=CC8)C=9C=CC=CC9)[P](C=1C=CC=CC1)(C=1C=CC=CC1)C=1C=CC=CC1 (tetrakis(triphenylphosphine)palladium). Run in COCCOC (1,2-dimethoxyethane). Yields the product O1CCC2=C1C=CC(=C2)C2(CC2)C(=O)NC2=CC(=CC(=N2)C=2C(=NC=CC2)OC)C (1-(2,3-dihydrobenzofuran-5-yl)-N-(2′-methoxy-4-methyl-2,3′-bipyridin-6-yl)cyclopropanecarboxamide). The yield is 37.4%. As a reaction SMILES: Cl[C:2]1[N:7]=[C:6]([NH:8][C:9]([C:11]2([C:14]3[CH:15]=[CH:16][C:17]4[O:21][CH2:20][CH2:19][C:18]=4[CH:22]=3)[CH2:13][CH2:12]2)=[O:10])[CH:5]=[C:4]([CH3:23])[CH:3]=1.[CH3:24][O:25][C:26]1[C:31](B(O)O)=[CH:30][CH:29]=[CH:28][N:27]=1.C([O-])([O-])=O.[Na+].[Na+]>COCCOC.C1C=CC([P]([Pd]([P](C2C=CC=CC=2)(C2C=CC=CC=2)C2C=CC=CC=2)([P](C2C=CC=CC=2)(C2C=CC=CC=2)C2C=CC=CC=2)[P](C2C=CC=CC=2)(C2C=CC=CC=2)C2C=CC=CC=2)(C2C=CC=CC=2)C2C=CC=CC=2)=CC=1>[O:21]1[C:17]2[CH:16]=[CH:15][C:14]([C:11]3([C:9]([NH:8][C:6]4[N:7]=[C:2]([C:31]5[C:26]([O:25][CH3:24])=[N:27][CH:28]=[CH:29][CH:30]=5)[CH:3]=[C:4]([CH3:23])[CH:5]=4)=[O:10])[CH2:13][CH2:12]3)=[CH:22][C:18]=2[CH2:19][CH2:20]1 |f:2.3.4,^1:50,52,71,90|. Procedure details: To N-(6-chloro-4-methylpyridin-2-yl)-1-(2,3-dihydrobenzofuran-5-yl)cyclopropanecarboxamide (150 mg, 0.46 mmol) in 1,2-dimethoxyethane (4 mL) was added 2-methoxypyridin-3-ylboronic acid (84 mg, 0.55 mmol), tetrakis(triphenylphosphine)palladium (0) (53 mg, 0.046 mmol), and 2 M Na2CO3 (680 μL, 1.4 mmol). The reaction mixture was irradiated in the microwave at 120° C. for 20 minutes. The reaction mixture was evaporated to dryness and the residue was purified by silica gel chromatography eluting with... Reactants: S(O)(O)(=O)=O (sulfuric acid), NC1(CCCCC1)C#N (1-aminocyclohexanecarbonitrile), [OH-].[Na+] (sodium hydroxide). Reaction conditions: temperature 100 celsius, time 1 hour. Product: NC1(CCCCC1)C(=O)N (1-aminocyclohexanecarboxamide). Reaction SMILES: S(=O)(=O)(O)O.[NH2:6][C:7]1([C:13]#[N:14])[CH2:12][CH2:11][CH2:10][CH2:9][CH2:8]1.[OH-:15].[Na+]>>[NH2:6][C:7]1([C:13]([NH2:14])=[O:15])[CH2:12][CH2:11][CH2:10][CH2:9][CH2:8]1 |f:2.3|. Reported procedure: To 20 g concentrated sulfuric acid at 5° C is added with stirring 10 g of 1-aminocyclohexanecarbonitrile. After the addition, the mixture is heated with stirring at 100° C for 1 hour. The hot solution is then poured onto ice, the solution made strongly basic with 50% aqueous sodium hydroxide solution, and extracted three times with chloroform. The extract is washed with water, saturated NaHCO3 solution, dried, and the solvent removed in vacuo to leave the product, 1-aminocyclohexanecarboxamide, ... Reaction SMILES: [CH2:18]([CH3:19])[O:20][CH:21]([CH2:22][O:23][c:24]1[cH:25][c:26]([NH2:32])[cH:27][cH:28][c:29]1[O:30][CH3:31])[O:33][CH2:34][CH3:35].[CH3:36][O:37][C:38]([C:39]([CH3:40])([NH:41][CH2:42][c:43]1[cH:44][cH:45][n:46][c:47]2[cH:48][cH:49][cH:50][cH:51][c:52]12)[CH3:53])=[O:54].[O:55]1[CH2:56][CH2:57][CH2:58][CH2:59]1.[n:1]1([C:6]([n:2]2[cH:3][cH:4][n:5][cH:8]2)=[O:7])[cH:9][cH:10][n:11][cH:12]1.[nH:13]1[cH:14][cH:15][n:16][cH:17]1>>[C:6]1(=[O:7])[N:32]([c:26]2[cH:25][c:24]([O:23][CH2:22][CH:21]([O:20][CH2:18][CH3:19])[O:33][CH2:34][CH3:35])[c:29]([O:30][CH3:31])[cH:28][cH:27]2)[C:38](=[O:54])[C:39]([CH3:40])([CH3:53])[N:41]1[CH2:42][c:43]1[cH:44][cH:45][n:46][c:47]2[cH:48][cH:49][cH:50][cH:51][c:52]12. The product is CCOC(COc1cc(N2C(=O)N(Cc3ccnc4ccccc34)C(C)(C)C2=O)ccc1OC)OCC. Reactants: CCOC(COc1cc(N)ccc1OC)OCC, COC(=O)C(C)(C)NCc1ccnc2ccccc12, C1CCOC1, O=C(n1ccnc1)n1ccnc1, c1c[nH]cn1. Run in CS(=O)C (DMSO). Yield: 59.4%. As a reaction SMILES: [F:1][CH2:2][C:3]1([S:6]([NH:9][C:10]([C@@:12]23[CH2:27][C@H:26]2[CH:25]=[CH:24][CH2:23][CH2:22][CH:21]([CH3:28])[CH2:20][C@@H:19]([CH3:29])[C@H:18]([NH:30][C:31](=[O:37])[O:32][C:33]([CH3:36])([CH3:35])[CH3:34])[C:17](=[O:38])[N:16]2[CH2:39][C@H:40]([OH:42])[CH2:41][C@H:15]2[C:14](=[O:43])[NH:13]3)=[O:11])(=[O:8])=[O:7])[CH2:5][CH2:4]1.Cl[C:45]1[C:54]2[C:49](=[CH:50][C:51]([O:55][CH3:56])=[CH:52][CH:53]=2)[N:48]=[C:47]([C:57]2[CH:62]=[CH:61][C:60]([O:63][CH:64]([CH3:66])[CH3:65])=[CH:59][CH:58]=2)[CH:46]=1.CC([O-])(C)C.[K+]>CS(C)=O>[F:1][CH2:2][C:3]1([S:6]([NH:9][C:10]([C@@:12]23[CH2:27][C@H:26]2[CH:25]=[CH:24][CH2:23][CH2:22][CH:21]([CH3:28])[CH2:20][C@@H:19]([CH3:29])[C@H:18]([NH:30][C:31](=[O:37])[O:32][C:33]([CH3:36])([CH3:34])[CH3:35])[C:17](=[O:38])[N:16]2[CH2:39][C@H:40]([O:42][C:45]4[C:54]5[C:49](=[CH:50][C:51]([O:55][CH3:56])=[CH:52][CH:53]=5)[N:48]=[C:47]([C:57]5[CH:62]=[CH:61][C:60]([O:63][CH:64]([CH3:66])[CH3:65])=[CH:59][CH:58]=5)[CH:46]=4)[CH2:41][C@H:15]2[C:14](=[O:43])[NH:13]3)=[O:11])(=[O:7])=[O:8])[CH2:5][CH2:4]1 |f:2.3|. Reported procedure: To a solution of tert-butyl ((2R,6S,7R,13aS,14aR,16aS,Z)-14a-(((1-(fluoromethyl)cyclopropyl)sulfonyl)carbamoyl)-2-hydroxy-7,9-dimethyl-5,16-dioxo-1,2,3,5,6,7,8,9,10,11,13a,14,14a,15,16,16a-hexadecahydrocyclopropa[e]pyrrolo[1,2-a][1,4]diazacyclopentadecin-6-yl)carbamate (150 mg, 0.238 mmole) and 4-chloro-2-(4-isopropoxyphenyl)-7-methoxyquinoline (93 mg, 0.284 mmole) in DMSO (8 mL) was added t-BuOK (133 mg, 1.19 mmol, 1 M solution in THF, 1.2 mL) at room temperature under nitrogen atmosphere. The ... Reactants: FCC1(CC1)S(=O)(=O)NC(=O)[C@]12NC([C@H]3N(C([C@H]([C@@H](CC(CC\C=C/[C@@H]1C2)C)C)NC(OC(C)(C)C)=O)=O)C[C@@H](C3)O)=O (tert-butyl ((2R,6S,7R,13aS,14aR,16aS,Z)-14a-(((1-(fluoromethyl)cyclopropyl)sulfonyl)carbamoyl)-2-hydroxy-7,9-dimethyl-5,16-dioxo-1,2,3,5,6,7,8,9,10,11,13a,14,14a,15,16,16a-hexadecahydrocyclopropa[e]pyrrolo[1,2-a][1,4]diazacyclopentadecin-6-yl)carbamate), ClC1=CC(=NC2=CC(=CC=C12)OC)C1=CC=C(C=C1)OC(C)C (4-chloro-2-(4-isopropoxyphenyl)-7-methoxyquinoline), CC(C)(C)[O-].[K+] (t-BuOK). Run at time 2 hour. Product: FCC1(CC1)S(=O)(=O)NC(=O)[C@]12NC([C@H]3N(C([C@H]([C@@H](CC(CC\C=C/[C@@H]1C2)C)C)NC(OC(C)(C)C)=O)=O)C[C@@H](C3)OC3=CC(=NC2=CC(=CC=C32)OC)C3=CC=C(C=C3)OC(C)C)=O (tert-butyl (2R,6S,7R,13aS,14aR,16aS,Z)-14a-(1-(fluoromethyl)cyclopropylsulfonylcarbamoyl)-2-(2-(4-isopropoxyphenyl)-7-methoxyquinolin-4-yloxy)-7,9-dimethyl-5,16-dioxo-1,2,3,5,6,7,8,9,10,11,13a,14,14a,15,16,16a-hexadecahydrocyclopropa[e]pyrrolo[1,2-a][1,4]diazacyclopentadecin-6-ylcarbamate). Starting materials: C1(=CC=CC=C1)C(=O)C=1C2=C(N=C(N1)C(F)(F)F)C=CS2 (phenyl 2-trifluoromethylthieno[3,2-d]pyrimidin-4-ylmethanone), Cl.NO (hydroxylamine hydrochloride). Run in N1=CC=CC=C1 (pyridine). Product: C1(=CC=CC=C1)C(=NO)C=1C2=C(N=C(N1)C(F)(F)F)C=CS2 (Phenyl 2-trifluoromethylthieno[3,2-d]pyrimidin-4-ylmethanone oxime). Isolated yield 100.9%. RXN SMILES: [C:1]1([C:7]([C:9]2[C:10]3[S:21][CH:20]=[CH:19][C:11]=3[N:12]=[C:13]([C:15]([F:18])([F:17])[F:16])[N:14]=2)=O)[CH:6]=[CH:5][CH:4]=[CH:3][CH:2]=1.Cl.[NH2:23][OH:24]>N1C=CC=CC=1>[C:1]1([C:7]([C:9]2[C:10]3[S:21][CH:20]=[CH:19][C:11]=3[N:12]=[C:13]([C:15]([F:18])([F:17])[F:16])[N:14]=2)=[N:23][OH:24])[CH:6]=[CH:5][CH:4]=[CH:3][CH:2]=1 |f:1.2|. Procedure details: A solution of phenyl 2-trifluoromethylthieno[3,2-d]pyrimidin-4-ylmethanone (60 mg, 0.19 mmol) and hydroxylamine hydrochloride (0.04 g, 0.58 mmol) in pyridine (2 mL) was refluxed for 1 h, concentrated in vacuo, treated with toluene (2 mL), concentrated in vacuo and the resulting solid dissolved in EtOAc (5 mL), washed with water (3 mL) and concentrated in vacuo to give the title compound (62 mg, 98%), a mixture of geometrical isomers, as an oily solid. RXN SMILES: [ClH:1].[ClH:2].[ClH:3].[O:4]1[CH2:5][CH2:6][c:7]2[c:8]([N:13]3[CH2:14][CH2:15][N:16]([CH2:19][CH2:20][CH:21]4[CH2:22][CH2:23][CH:24]([NH2:27])[CH2:25][CH2:26]4)[CH2:17][CH2:18]3)[n:9][cH:10][cH:11][c:12]21.[OH:28][C:29](=[O:30])[c:31]1[cH:32][cH:33][c:34]([Cl:35])[cH:36][cH:37]1>>[O:4]1[CH2:5][CH2:6][c:7]2[c:8]([N:13]3[CH2:14][CH2:15][N:16]([CH2:19][CH2:20][CH:21]4[CH2:22][CH2:23][CH:24]([NH:27][C:29](=[O:28])[c:31]5[cH:32][cH:33][c:34]([Cl:35])[cH:36][cH:37]5)[CH2:25][CH2:26]4)[CH2:17][CH2:18]3)[n:9][cH:10][cH:11][c:12]21. Starting materials: Cl, Cl, Cl, NC1CCC(CCN2CCN(c3nccc4c3CCO4)CC2)CC1, O=C(O)c1ccc(Cl)cc1. The product is O=C(NC1CCC(CCN2CCN(c3nccc4c3CCO4)CC2)CC1)c1ccc(Cl)cc1.